From a dataset of the Open Reaction Database (ORD), a public repository of structured organic reaction records. describe an organic reaction: reactants, conditions, products, and yield The reactants are C(C)OC(C(C)(C)OC1=CC=C(C=C1)OCCC=1N=C(OC1C)C1=CC=C(C=C1)Br)=O (2-(4-{2-[2-(4-bromophenyl)-5-methyloxazol-4-yl]ethoxy}phenoxy)-2-methylpropionic acid ethyl ester), C1(CCCCC1)P(C1=C(C=CC=C1)C1=CC=CC=C1)C1CCCCC1 (2-(dicyclohexylphosphino)biphenyl), FC(C1=C(C=CC=C1)B(O)O)(F)F (2-trifluoromethylphenylboronic acid), [F-].[K+] (potassium fluoride). The reagents and catalysts are C(C)(=O)[O-].[Pd+2].C(C)(=O)[O-] (palladium acetate). Run in C1CCOC1 (THF). Product: C(C)OC(C(C)(OC1=CC=C(C=C1)OCCC=1N=C(OC1C)C1=CC=C(C=C1)C1=C(C=CC=C1)C(F)(F)F)C)=O (2-Methyl-2-(4-{2-[5-methyl-2-(2′-trifluoromethyl-biphenyl-4-yl)-oxazol-4-yl]-ethoxy}-phenoxy)propionic acid ethyl ester). As a reaction SMILES: [CH2:1]([O:3][C:4](=[O:31])[C:5]([O:8][C:9]1[CH:14]=[CH:13][C:12]([O:15][CH2:16][CH2:17][C:18]2[N:19]=[C:20]([C:24]3[CH:29]=[CH:28][C:27](Br)=[CH:26][CH:25]=3)[O:21][C:22]=2[CH3:23])=[CH:11][CH:10]=1)([CH3:7])[CH3:6])[CH3:2].[F:32][C:33]([F:44])([F:43])[C:34]1[CH:39]=[CH:38][CH:37]=[CH:36][C:35]=1B(O)O.[F-].[K+].C1(P(C2CCCCC2)C2C=CC=CC=2C2C=CC=CC=2)CCCCC1>C([O-])(=O)C.[Pd+2].C([O-])(=O)C.C1COCC1>[CH2:1]([O:3][C:4](=[O:31])[C:5]([CH3:7])([O:8][C:9]1[CH:14]=[CH:13][C:12]([O:15][CH2:16][CH2:17][C:18]2[N:19]=[C:20]([C:24]3[CH:29]=[CH:28][C:27]([C:35]4[CH:36]=[CH:37][CH:38]=[CH:39][C:34]=4[C:33]([F:44])([F:43])[F:32])=[CH:26][CH:25]=3)[O:21][C:22]=2[CH3:23])=[CH:11][CH:10]=1)[CH3:6])[CH3:2] |f:2.3,5.6.7|. Procedure details: A solution of 2-(4-{2-[2-(4-bromophenyl)-5-methyloxazol-4-yl]ethoxy}phenoxy)-2-methylpropionic acid ethyl ester (300 mg, 0.614 mmol) (see Ex. 2, part B), 2-trifluoromethylphenylboronic acid (0.921 mmol), potassium fluoride (88.6 mg, 1.84 mmol), palladium acetate (1.3 mg, 0.14 μmol), and 2-(dicyclohexylphosphino)biphenyl (12.3 μmmol) were combined under N2, to which anhydrous THF (1.23 mL) was added. The yellow mixture was heated at reflux for 12 h. After cooling to room temperature, the mixture ... Reactants: C1(=CC=CC=C1)O (phenol), [H][H] (hydrogen), ClC=1C(=C(N(Cl)Cl)C=CC1)Cl.ClC1=C(C(=C(C(=C1N)Cl)Cl)Cl)Cl (tetrachloroaniline pentachloroaniline), Cl (hydrochloric acid). The reagents and catalysts are ruthenium-on-charcoal, [Ta] (tantalum). Product: ClC=1C=C(N)C=C(C1)Cl (3,5-dichloroaniline). Yield: 97.0%. As a reaction SMILES: C1(O)C=CC=CC=1.ClC1C(Cl)=C(C=CC=1)N(Cl)Cl.Cl[C:20]1[C:25]([NH2:26])=[C:24](Cl)[C:23]([Cl:28])=[C:22](Cl)[C:21]=1[Cl:30].Cl.[H][H]>[Ta]>[Cl:28][C:23]1[CH:24]=[C:25]([CH:20]=[C:21]([Cl:30])[CH:22]=1)[NH2:26] |f:1.2|. Procedure: 200 parts of phenol, 131 parts of a tetrachloroaniline/pentachloroaniline mixture corresponding to the composition mentioned in Example 3, 1 part of ruthenium-on-charcoal catalyst (5% strength) which has already been used for 10 previous similar experiments, and 12 parts of aqueous hydrochloric acid (57% strength) are reacted in a tantalum autoclave, during the course of 3.5 hours at 165° C., whilst stirring, at a hydrogen pressure of 50 bars. After the usual working up, 90 parts of 99% strength...